Dataset: the Open Reaction Database (ORD), a public repository of structured organic reaction records. Task: describe an organic reaction: reactants, conditions, products, and yield Starting materials: ClC=1N(C(N(C(C1C1=CC=CC=C1)=O)C)=O)C (4-Chloro-1,3-dimethyl-5-phenylpyrimidine-2,6(1H,3H)-dione), C(\C=C\C(=O)O)(=O)O (fumaric acid), O(C1=CC=CC=C1)CC(CNCCN)O (1-phenoxy-3-(2-aminoethylamino)-propan-2-ol), C(C)N(C(C)C)C(C)C (N-ethyldiisopropylamine). The solvent is C(C)O (ethanol), C(C)#N (acetonitrile), C(C)(=O)OCC (ethyl acetate). Product: C(\C=C\C(=O)OC(COC1=CC=CC=C1)CNCCNC1=C(C(N(C(N1C)=O)C)=O)C1=CC=CC=C1)(=O)O (1-Phenoxy-3-[2-(1,3-dimethyl-5-phenylpyrimidine-2,4-dion-6-ylamino)ethylamino]-propan-2-ol hydrogen fumarate). Reaction SMILES: Cl[C:2]1[N:3]([CH3:17])[C:4](=[O:16])[N:5]([CH3:15])[C:6](=[O:14])[C:7]=1[C:8]1[CH:13]=[CH:12][CH:11]=[CH:10][CH:9]=1.[O:18]([CH2:25][CH:26]([OH:32])[CH2:27][NH:28][CH2:29][CH2:30][NH2:31])[C:19]1[CH:24]=[CH:23][CH:22]=[CH:21][CH:20]=1.C(N(C(C)C)C(C)C)C.[C:42](O)(=[O:48])/[CH:43]=[CH:44]/[C:45]([OH:47])=[O:46]>C(O)C.C(OCC)(=O)C.C(#N)C>[C:45]([OH:47])(=[O:46])/[CH:44]=[CH:43]/[C:42]([O:32][CH:26]([CH2:27][NH:28][CH2:29][CH2:30][NH:31][C:2]1[N:3]([CH3:17])[C:4](=[O:16])[N:5]([CH3:15])[C:6](=[O:14])[C:7]=1[C:8]1[CH:13]=[CH:12][CH:11]=[CH:10][CH:9]=1)[CH2:25][O:18][C:19]1[CH:24]=[CH:23][CH:22]=[CH:21][CH:20]=1)=[O:48]. Reported procedure: 5.0 g. 4-Chloro-1,3-dimethyl-5-phenylpyrimidine-2,6(1H,3H)-dione, 4.2 g. 1-phenoxy-3-(2-aminoethylamino)-propan-2-ol and 3.5 ml. N-ethyldiisopropylamine are heated under reflux for 48 hours in 20 ml. acetonitrile. The reaction mixture is then evaporated, the residue is taken up in methylene chloride and the solution is shaken with 2N aqueous sodium hydroxide solution, dried and separated by column chromatography on silica gel using, as elution agent, methylene chloride-methanol-ammonia-saturated...